From a dataset of the Open Reaction Database (ORD), a public repository of structured organic reaction records. describe an organic reaction: reactants, conditions, products, and yield As a reaction SMILES: [CH2:35]1[O:36][CH2:37][CH2:38][CH2:39]1.[CH2:40]1[O:41][CH2:42][CH2:43][CH2:44]1.[CH3:32][NH:33][CH3:34].[Cl:1][c:2]1[n:3][c:4]([S:30][CH3:31])[n:5][c:6]2[c:15]1[C:14](=[O:16])[N:13]([c:17]1[cH:18][c:19](-[c:23]3[n:24][n:25]([CH3:29])[c:26](=[O:28])[o:27]3)[cH:20][cH:21][cH:22]1)[CH2:12][CH:11]1[N:7]2[CH2:8][CH2:9][CH2:10]1>>[c:2]1([N:33]([CH3:32])[CH3:34])[n:3][c:4]([S:30][CH3:31])[n:5][c:6]2[c:15]1[C:14](=[O:16])[N:13]([c:17]1[cH:18][c:19](-[c:23]3[n:24][n:25]([CH3:29])[c:26](=[O:28])[o:27]3)[cH:20][cH:21][cH:22]1)[CH2:12][CH:11]1[N:7]2[CH2:8][CH2:9][CH2:10]1. Yields the product CSc1nc(N(C)C)c2c(n1)N1CCCC1CN(c1cccc(-c3nn(C)c(=O)o3)c1)C2=O. Starting materials: C1CCOC1, C1CCOC1, CNC, CSc1nc(Cl)c2c(n1)N1CCCC1CN(c1cccc(-c3nn(C)c(=O)o3)c1)C2=O. Reactants: N#N (N2), NC1=NC2=CC=C(C=C2C=C1C=1CCOCC1)C1=C(C=CC=C1C)C(=O)N1CCCC1 ((2-(2-amino-3-(3,6-dihydro-2H-pyran-4-yl)quinolin-6-yl)-3-methylphenyl)(pyrrolidin-1-yl)methanone). The reagents and catalysts are [Pd] (Pd/C). Solvent: CCO (EtOH). Conditions: time 12 hour. Yields the product NC1=NC2=CC=C(C=C2C=C1C1CCOCC1)C1=C(C=CC=C1C)C(=O)N1CCCC1 ((2-(2-amino-3-(tetrahydro-2H-pyran-4-yl)quinolin-6-yl)-3-methylphenyl)(pyrrolidin-1-yl)methanone). Reaction SMILES: N#N.[NH2:3][C:4]1[C:13]([C:14]2[CH2:15][CH2:16][O:17][CH2:18][CH:19]=2)=[CH:12][C:11]2[C:6](=[CH:7][CH:8]=[C:9]([C:20]3[C:25]([CH3:26])=[CH:24][CH:23]=[CH:22][C:21]=3[C:27]([N:29]3[CH2:33][CH2:32][CH2:31][CH2:30]3)=[O:28])[CH:10]=2)[N:5]=1>CCO.[Pd]>[NH2:3][C:4]1[C:13]([CH:14]2[CH2:19][CH2:18][O:17][CH2:16][CH2:15]2)=[CH:12][C:11]2[C:6](=[CH:7][CH:8]=[C:9]([C:20]3[C:25]([CH3:26])=[CH:24][CH:23]=[CH:22][C:21]=3[C:27]([N:29]3[CH2:33][CH2:32][CH2:31][CH2:30]3)=[O:28])[CH:10]=2)[N:5]=1. Reported procedure: Pd/C (10%) (0.051 g, 0.048 mmol) was added to a degassed (N2) solution of (2-(2-amino-3-(3,6-dihydro-2H-pyran-4-yl)quinolin-6-yl)-3-methylphenyl)(pyrrolidin-1-yl)methanone (0.020 g, 0.048 mmol) in EtOH (1.00 mL). The solution was degassed with H2 gas and then stirred under a balloon of H2 gas for 12 h. The reaction was degassed with N2 and then filtered through a pad of celite with EtOAc and concentrated. The crude material was purified by silica gel chromatography by eluting with 20:1 2M NH3 in... Reactants: CC(C)(C)OC(=O)C1CC(O)CN1C(=O)OC(C)(C)C, Oc1ccc2ccncc2c1. Yields the product CC(C)(C)OC(=O)C1CC(Oc2ccc3ccncc3c2)CN1C(=O)OC(C)(C)C. As a reaction SMILES: [C:1]([CH3:2])([CH3:3])([CH3:4])[O:5][C:6](=[O:7])[N:8]1[CH:9]([C:14](=[O:15])[O:16][C:17]([CH3:18])([CH3:19])[CH3:20])[CH2:10][CH:11]([OH:13])[CH2:12]1.[cH:21]1[n:22][cH:23][cH:24][c:25]2[cH:26][cH:27][c:28]([OH:31])[cH:29][c:30]12>>[C:1]([CH3:2])([CH3:3])([CH3:4])[O:5][C:6](=[O:7])[N:8]1[CH:9]([C:14](=[O:15])[O:16][C:17]([CH3:18])([CH3:19])[CH3:20])[CH2:10][CH:11]([O:13][c:28]2[cH:27][cH:26][c:25]3[cH:24][cH:23][n:22][cH:21][c:30]3[cH:29]2)[CH2:12]1. The reactants are COC(=O)C1(C(=O)OC)CC1, CC(C)C[AlH]CC(C)C, [Cl-], ClCCl, Cl, [NH4+]. Product: COC(=O)C1(C=O)CC1. Reaction SMILES: [C:1]1([C:4](=[O:5])[O:6][CH3:7])([C:8](=[O:9])[O:10][CH3:11])[CH2:2][CH2:3]1.[CH3:12][CH:13]([CH2:14][AlH:15][CH2:16][CH:17]([CH3:18])[CH3:19])[CH3:20].[Cl-:21].[Cl:24][CH2:25][Cl:26].[ClH:23].[NH4+:22]>>[C:1]1([C:4](=[O:5])[O:6][CH3:7])([CH:8]=[O:9])[CH2:2][CH2:3]1.